From a dataset of the Open Reaction Database (ORD), a public repository of structured organic reaction records. describe an organic reaction: reactants, conditions, products, and yield The reactants are C(C1=CC=CC=C1)[Se]C1=C(C(=O)Cl)C=CC=C1OC (2-benzylseleno-3-methoxybenzoyl chloride), ice, Cl (HCl), NC1=CC=CC=C1 (aniline). The solvent is N1=CC=CC=C1 (pyridine). Reaction conditions: time 18 hour. The product is C(C1=CC=CC=C1)[Se]C1=C(C(=O)NC2=CC=CC=C2)C=CC=C1OC (2-Benzylseleno-3-methoxybenzanilide). As a reaction SMILES: [CH2:1]([Se:8][C:9]1[C:17]([O:18][CH3:19])=[CH:16][CH:15]=[CH:14][C:10]=1[C:11](Cl)=[O:12])[C:2]1[CH:7]=[CH:6][CH:5]=[CH:4][CH:3]=1.[NH2:20][C:21]1[CH:26]=[CH:25][CH:24]=[CH:23][CH:22]=1.Cl>N1C=CC=CC=1>[CH2:1]([Se:8][C:9]1[C:17]([O:18][CH3:19])=[CH:16][CH:15]=[CH:14][C:10]=1[C:11]([NH:20][C:21]1[CH:26]=[CH:25][CH:24]=[CH:23][CH:22]=1)=[O:12])[C:2]1[CH:7]=[CH:6][CH:5]=[CH:4][CH:3]=1. Reported procedure: To a solution of 1.37 g (0.0041 mol) 2-benzylseleno-3-methoxybenzoyl chloride (prepared from 2-benzylseleno-3-methoxybenzoic acid and α,α-dichloromethyl ether in dichloromethane at room temperature) in 10 ml pyridine at 0° C. is added with stirring a solution of 0.38 g (0.0041 mol-0.37 ml) aniline. After stirring at room temperature for 18 hours the contents of the flask are poured onto 150 g ice and 50 ml 25% HCl and extracted. The organic phase is washed with 50 ml 10% NaHCO3 and twice with 10... Reactants: C1CCOC1, CC(C)C1c2nc[nH]c2CCN1C(=O)OCC(Cl)(Cl)Cl, [H-], [Na+], OCc1ccccn1. Yields the product CC(C)C1c2nc[nH]c2CCN1C(=O)OCc1ccccn1. Reaction SMILES: [CH2:31]1[O:32][CH2:33][CH2:34][CH2:35]1.[CH:11]([CH3:12])([CH3:13])[CH:14]1[N:15]([C:23](=[O:24])[O:25][CH2:26][C:27]([Cl:28])([Cl:29])[Cl:30])[CH2:16][CH2:17][c:18]2[c:19]1[n:20][cH:21][nH:22]2.[H-:2].[Na+:1].[n:3]1[c:4]([CH2:9][OH:10])[cH:5][cH:6][cH:7][cH:8]1>>[n:3]1[c:4]([CH2:9][O:10][C:23]([N:15]2[CH:14]([CH:11]([CH3:12])[CH3:13])[c:19]3[c:18]([nH:22][cH:21][n:20]3)[CH2:17][CH2:16]2)=[O:24])[cH:5][cH:6][cH:7][cH:8]1. Reactants: S(=O)(=O)(O)[O-].[K+] (potassium hydrogen sulfate), BrC=1C=C2C=NNC2=C(C1)CC (5-Bromo-7-ethyl-1H-indazole), [H-].[Na+] (sodium hydride), C(C)(C)(C)[Li] (tert-butyllithium), CCCCC (pentane). Solvent: O1CCCC1 (tetrahydrofuran), CN(C=O)C (Dimethylformamide), O (water). Reaction conditions: time 15 minute. Yields the product C(C)C=1C=C(C=C2C=NNC12)C=O (7-Ethyl-1H-indazole-5-carbaldehyde). Reaction SMILES: BrC1C=C2C(=C(CC)C=1)[NH:7][N:6]=[CH:5]2.[H-].[Na+].[C:15]([Li])([CH3:18])([CH3:17])[CH3:16].[CH3:20][CH2:21][CH2:22][CH2:23][CH3:24].S([O-])(O)(=O)=[O:26].[K+]>O.CN(C)C=O.O1CCCC1>[CH2:21]([C:22]1[CH:16]=[C:15]([CH:18]=[O:26])[CH:17]=[C:24]2[C:23]=1[NH:7][N:6]=[CH:5]2)[CH3:20] |f:1.2,5.6|. Reported procedure: 5-Bromo-7-ethyl-1H-indazole (2.0 g, 8.9 mmol) and sodium hydride (226 mg, 1.1 equiv.) were weighed into a flame-dried round-bottom flask containing a magnetic stir bar. Under a nitrogen atmosphere at room temperature, dry tetrahydrofuran (60 mL) was added. The mixture was stirred at room temperature for 15 min. The stirred mixture was cooled to −78° C. and a solution of tert-butyllithium in pentane (1.7 M, 10.5 mL, 2.0 equiv.) was added over several minutes. After 15 min at −78° C., the reaction... The reactants are C(C)(C)OC=1C=C(C(=O)NC2=NC=C(C=C2)C(=O)O)C=C(C1)CO (2-(3-isopropoxy-5-hydroxymethyl-benzoyl) amino-5-pyridine carboxylic acid), CC(=O)OI1(C=2C=CC=CC2C(=O)O1)(OC(=O)C)OC(=O)C (Dess-Martin periodinane), C([O-])([O-])=O.[K+].[K+] (potassium carbonate). The product is C(C)(C)OC=1C=C(C(=O)NC2=NC=C(C=C2)C(=O)O)C=C(C1)C(=O)O (2-(3-isopropyloxy-5-carboxy-benzoyl) amino-5-pyridine carboxylic acid). Run in C1CCOC1 (THF). Reported procedure: To 2-(3-isopropoxy-5-hydroxymethyl-benzoyl) amino-5-pyridine carboxylic acid (0.33 g, 1.0 mM) in THF (20 ml) under argon, Dess-Martin periodinane (0.46 g, 1.1 mM) was added in one portion. After 45 mins satd. potassium carbonate (20 ml) was added and the THF removed in vacuo. Residue was stirred with 2.0M Na2S2O3 (3.5 ml, 7 mM) for 35 mins then acidified cautiously to pH=1 with 2M HCl. Resulting suspension was filtered, washed with water, diethyl ether, DCM and dried under high-vacuum to give 2-... Run at time 45 minute. Isolated yield 87.2%. RXN SMILES: [CH:1]([O:4][C:5]1[CH:6]=[C:7]([CH:20]=[C:21]([CH2:23][OH:24])[CH:22]=1)[C:8]([NH:10][C:11]1[CH:16]=[CH:15][C:14]([C:17]([OH:19])=[O:18])=[CH:13][N:12]=1)=[O:9])([CH3:3])[CH3:2].CC(OI1(OC(C)=O)(OC(C)=O)OC(=O)C2C=CC=CC1=2)=[O:27].C(=O)([O-])[O-].[K+].[K+]>C1COCC1>[CH:1]([O:4][C:5]1[CH:6]=[C:7]([CH:20]=[C:21]([C:23]([OH:27])=[O:24])[CH:22]=1)[C:8]([NH:10][C:11]1[CH:16]=[CH:15][C:14]([C:17]([OH:19])=[O:18])=[CH:13][N:12]=1)=[O:9])([CH3:3])[CH3:2] |f:2.3.4|.